describe an organic reaction: reactants, conditions, products, and yield From a dataset of the Open Reaction Database (ORD), a public repository of structured organic reaction records. The reactants are [OH-].[Na+] (sodium hydroxide), SCCCNS(=O)(=O)C1=CC=CC=C1 (N-(3-Mercaptopropyl)benzenesulfonamide), ClC(=C[N+](=O)[O-])Cl (1,1-dichloro-2-nitroethene), Cl (hydrochloric acid), [Cl-].[Na+] (sodium chloride). Solvent: CO (methanol), CO (methanol), CO (methanol). Run at time 30 minute. Yields the product ClC(=C[N+](=O)[O-])SCCCNS(=O)(=O)C1=CC=CC=C1 (N-(3-(1-Chloro-2-nitroethenylthio)propyl)benzenesulfonamide). RXN SMILES: [OH-].[Na+].[SH:3][CH2:4][CH2:5][CH2:6][NH:7][S:8]([C:11]1[CH:16]=[CH:15][CH:14]=[CH:13][CH:12]=1)(=[O:10])=[O:9].[Cl:17][C:18](Cl)=[CH:19][N+:20]([O-:22])=[O:21].Cl.[Cl-].[Na+]>CO>[Cl:17][C:18]([S:3][CH2:4][CH2:5][CH2:6][NH:7][S:8]([C:11]1[CH:16]=[CH:15][CH:14]=[CH:13][CH:12]=1)(=[O:10])=[O:9])=[CH:19][N+:20]([O-:22])=[O:21] |f:0.1,5.6|. Reported procedure: A solution of 0.08 g of sodium hydroxide in 3 ml of methanol was added drop-by-drop over 5 minutes to a solution of 0.23 g of 3 in 5 ml of methanol. The resulting mixture was added drop-by-drop over 20 minutes to a solution of 0.28 g of 13A in 6 ml of methanol at 0° C. The mixture was held at 0° C. for 30 minutes, then poured into 2% hydrochloric acid saturated with sodium chloride. The resulting mixture was extracted with methylene chloride, the solvent was evaporated from the extract and the r... Reactants: [OH-].[K+] (KOH), CN1CC2=C(NC=3C=CC(=CC23)C)CC1 (2,8-Dimethyl-2,3,4,5-tetrahydro-1H-pyrido[4,3-b]indole), BrCC(=O)C1=CC=CC=C1 (2-bromoacetophenone). Run in CN1CCCC1=O (NMP). Conditions: time 8 hour. Product: CN1CC2=C(N(C=3C=CC(=CC23)C)CC(=O)C2=CC=CC=C2)CC1 (2-(2,8-dimethyl-3,4-dihydro-1H-pyrido[4,3-b]indol-5(2H)-yl)-1-phenylethanone). Yield: 3.1%. RXN SMILES: [CH3:1][N:2]1[CH2:15][CH2:14][C:5]2[NH:6][C:7]3[CH:8]=[CH:9][C:10]([CH3:13])=[CH:11][C:12]=3[C:4]=2[CH2:3]1.[OH-].[K+].Br[CH2:19][C:20]([C:22]1[CH:27]=[CH:26][CH:25]=[CH:24][CH:23]=1)=[O:21]>CN1C(=O)CCC1>[CH3:1][N:2]1[CH2:15][CH2:14][C:5]2[N:6]([CH2:19][C:20]([C:22]3[CH:27]=[CH:26][CH:25]=[CH:24][CH:23]=3)=[O:21])[C:7]3[CH:8]=[CH:9][C:10]([CH3:13])=[CH:11][C:12]=3[C:4]=2[CH2:3]1 |f:1.2|. Procedure details: 2,8-Dimethyl-2,3,4,5-tetrahydro-1H-pyrido[4,3-b]indole (100 mg, 5 mmol) was dissolved in NMP (1 mL). KOH (280 mg, 5 mmol) was then added to it, followed by addition of 2-bromoacetophenone (208 mg, 1 mmol). The reaction was kept overnight at RT and was monitored by TLC and LC/MS. The reaction was quenched by adding water, and the compound extracted using EtOAc, which was washed with water (2-3×). The organic layer was dried over sodium sulfate and then concentrated to yield 10 mg of dark brown cr... Starting materials: CCOC(=O)N1C(=O)c2ccccc2C1=O, CC#N, O=C(O)CNc1ccc(F)cc1, [Na+], [Na+], O=C([O-])[O-], O. Product: O=C(O)C(c1ccc(F)cc1)N1C(=O)c2ccccc2C1=O. Reaction SMILES: [C:22]([O:23][CH2:24][CH3:25])(=[O:26])[N:27]1[C:28](=[O:37])[c:29]2[c:30]([cH:33][cH:34][cH:35][cH:36]2)[C:31]1=[O:32].[CH3:19][C:20]#[N:21].[F:1][c:2]1[cH:3][cH:4][c:5]([NH:8][CH2:9][C:10]([OH:11])=[O:12])[cH:6][cH:7]1.[Na+:13].[Na+:14].[O-:15][C:16]([O-:17])=[O:18].[OH2:38]>>[F:1][c:2]1[cH:3][cH:4][c:5]([CH:22]([C:16]([OH:15])=[O:18])[N:27]2[C:28](=[O:37])[c:29]3[c:30]([cH:33][cH:34][cH:35][cH:36]3)[C:31]2=[O:32])[cH:6][cH:7]1. The reactants are C(C(O)CC(=O)O)(=O)O (malic acid), C(CCCCCCC)OC1=CC=C(C=C1)C1=NC(=C(C=C1)O)F (2-(4-Octyloxyphenyl)-5-hydroxy-6-fluoropyridine), C(CCCCCCC)C1=C(C=CC=C1)C1=NC(=C(C=C1)OCC(CCOCCC)O)F (2-(octylphenyl)-5-(2-hydroxy-5-oxaoctyloxy)-6-fluoropyridine), CCN(CC)S(F)(F)F (DAST), O1CC1CCOCCC (1,2-epoxy-5-oxaoctane). Solvent: C([O-])([O-])=O.[K+].[K+] (potassium carbonate), C(C)C(=O)C (methyl ethyl ketone), C(Cl)Cl (methylene chloride). Conditions: time 12 hour. Yields the product C(CCCCCCC)OC1=CC=C(C=C1)C1=NC(=C(C=C1)OCC(CCOCCC)F)F (2-(4-octyloxyphenyl)-5-(2-fluoro-5-oxaoctyloxy)-6-fluoropyridine). RXN SMILES: C([C:9]1[CH:14]=[CH:13][CH:12]=[CH:11][C:10]=1[C:15]1[CH:20]=[CH:19][C:18]([O:21][CH2:22][CH:23](O)[CH2:24][CH2:25][O:26][CH2:27][CH2:28][CH3:29])=[C:17]([F:31])[N:16]=1)CCCCCCC.O1C(CCOCCC)C1.C(O)(=O)C(CC(O)=O)O.[CH2:50]([O:58]C1C=CC(C2C=CC(O)=C(F)N=2)=CC=1)[CH2:51][CH2:52][CH2:53][CH2:54][CH2:55][CH2:56][CH3:57].CCN(S(F)(F)[F:79])CC>C(=O)([O-])[O-].[K+].[K+].C(C(C)=O)C.C(Cl)Cl>[CH2:50]([O:58][C:13]1[CH:14]=[CH:9][C:10]([C:15]2[CH:20]=[CH:19][C:18]([O:21][CH2:22][CH:23]([F:79])[CH2:24][CH2:25][O:26][CH2:27][CH2:28][CH3:29])=[C:17]([F:31])[N:16]=2)=[CH:11][CH:12]=1)[CH2:51][CH2:52][CH2:53][CH2:54][CH2:55][CH2:56][CH3:57] |f:5.6.7|. Reported procedure: A solution of 0.1 mol of 2-(octylphenyl)-5-(2-hydroxy-5-oxaoctyloxy)-6-fluoropyridine (prepared by heating optically active 1,2-epoxy-5-oxaoctane, obtainable from malic acid, with 2C in the presence of dry potassium carbonate and methyl ethyl ketone as solvent) in methylene chloride is cooled to -40° C., and 0.11 mol of DAST is added dropwise thereto with exclusion of moisture. The reaction mixture is subsequently stirred for 12 hours with slow warming to room temperature. The reaction mixture i... Reactants: Intermediate 61, FC(C(=O)O)(F)F.CN[C@@H](C(C)C)C(=O)N[C@@H](C(C)C)C(=O)N(C)[C@H]([C@@H](CC(=O)N1[C@@H](CCC1)[C@@H]([C@H](C(=O)N[C@@]1([C@H](C1)C1=CC=CC=C1)C(=O)N1OCCCC1)C)OC)OC)[C@H](CC)C (N-methyl-L-valyl-N-[(3R,4S,5S)-3-methoxy-1-{(2S)-2-[(1R,2R)-1-methoxy-2-methyl-3-{[(1S,2R)-1-(1,2-oxazinan-2-ylcarbonyl)-2-phenylcyclopropyl]amino}-3-oxopropyl]pyrrolidin-1-yl}-5-methyl-1-oxoheptan-4-yl]-N-methyl-L-valinamide trifluoroacetate), FC(C(=O)O)(F)F.CN[C@@H](C(C)C)C(=O)N[C@@H](C(C)C)C(=O)N(C)[C@H]([C@@H](CC(=O)N1[C@@H](CCC1)[C@@H]([C@H](C(=O)N[C@@]1([C@H](C1)C1=CC=CC=C1)C(=O)N1OCCCC1)C)OC)OC)[C@H](CC)C (N-methyl-L-valyl-N-[(3R,4S,5S)-3-methoxy-1-{(2S)-2-[(1R,2R)-1-methoxy-2-methyl-3-{[(1S,2R)-1-(1,2-oxazinan-2-ylcarbonyl)-2-phenylcyclopropyl]amino}-3-oxopropyl]pyrrolidin-1-yl}-5-methyl-1-oxoheptan-4-yl]-N-methyl-L-valinamide trifluoroacetate), C(=O)C1=CC=C(C(=O)O)C=C1 (4-formylbenzoic acid). Product: C(=O)(O)C1=CC=C(CN([C@@H](C(C)C)C(=O)N[C@@H](C(C)C)C(=O)N(C)[C@H]([C@@H](CC(=O)N2[C@@H](CCC2)[C@@H]([C@H](C(=O)N[C@@]2([C@H](C2)C2=CC=CC=C2)C(=O)N2OCCCC2)C)OC)OC)[C@H](CC)C)C)C=C1 (N-(4-carboxybenzyl)-N-methyl-L-valyl-N-[(3R,4S,5S)-3-methoxy-1-{(2S)-2-[(1R,2R)-1-methoxy-2-methyl-3-{[(1S,2R)-1-(1,2-oxazinan-2-ylcarbonyl)-2-phenylcyclopropyl]amino}-3-oxopropyl]pyrrolidin-1-yl}-5-methyl-1-oxoheptan-4-yl]-N-methyl-L-valinamide). Reaction SMILES: FC(F)(F)C(O)=O.[CH3:8][NH:9][C@H:10]([C:14]([NH:16][C@H:17]([C:21]([N:23]([C@@H:25]([C@@H:62]([CH3:65])[CH2:63][CH3:64])[C@H:26]([O:60][CH3:61])[CH2:27][C:28]([N:30]1[CH2:34][CH2:33][CH2:32][C@H:31]1[C@H:35]([O:58][CH3:59])[C@@H:36]([CH3:57])[C:37]([NH:39][C@@:40]1([C:49]([N:51]2[CH2:56][CH2:55][CH2:54][CH2:53][O:52]2)=[O:50])[CH2:42][C@@H:41]1[C:43]1[CH:48]=[CH:47][CH:46]=[CH:45][CH:44]=1)=[O:38])=[O:29])[CH3:24])=[O:22])[CH:18]([CH3:20])[CH3:19])=[O:15])[CH:11]([CH3:13])[CH3:12].[CH:66]([C:68]1[CH:76]=[CH:75][C:71]([C:72]([OH:74])=[O:73])=[CH:70][CH:69]=1)=O>>[C:72]([C:71]1[CH:75]=[CH:76][C:68]([CH2:66][N:9]([CH3:8])[C@H:10]([C:14]([NH:16][C@H:17]([C:21]([N:23]([C@@H:25]([C@@H:62]([CH3:65])[CH2:63][CH3:64])[C@H:26]([O:60][CH3:61])[CH2:27][C:28]([N:30]2[CH2:34][CH2:33][CH2:32][C@H:31]2[C@H:35]([O:58][CH3:59])[C@@H:36]([CH3:57])[C:37]([NH:39][C@@:40]2([C:49]([N:51]3[CH2:56][CH2:55][CH2:54][CH2:53][O:52]3)=[O:50])[CH2:42][C@@H:41]2[C:43]2[CH:44]=[CH:45][CH:46]=[CH:47][CH:48]=2)=[O:38])=[O:29])[CH3:24])=[O:22])[CH:18]([CH3:19])[CH3:20])=[O:15])[CH:11]([CH3:12])[CH3:13])=[CH:69][CH:70]=1)([OH:74])=[O:73] |f:0.1|. Procedure: The title compound was prepared in analogy to the synthesis of Intermediate 61, by reaction of 15 mg of N-methyl-L-valyl-N-[(3R,4S,5S)-3-methoxy-1-{(2S)-2-[(1R,2R)-1-methoxy-2-methyl-3-{[(1S,2R)-1-(1,2-oxazinan-2-ylcarbonyl)-2-phenylcyclopropyl]amino}-3-oxopropyl]pyrrolidin-1-yl}-5-methyl-1-oxoheptan-4-yl]-N-methyl-L-valinamide trifluoroacetate (Intermediate 16) with 4-formylbenzoic acid. Reaction SMILES: [CH2:1]([O:3][C:4]([O:6][CH2:7][N:8]1[C:12]2[CH:13]=[CH:14][CH:15]=[CH:16][C:11]=2[N:10]=[C:9]1[S:17][CH2:18][C:19]1[N:20]=[CH:21][CH:22]=[C:23]2[CH:27]=[CH:26][S:25][C:24]=12)=[O:5])[CH3:2].C1C=C(Cl)C=C(C(OO)=[O:36])C=1.C([O-])(O)=O.[Na+].S([O-])([O-])=O.[Na+].[Na+]>CCOCC.O>[CH2:1]([O:3][C:4]([O:6][CH2:7][N:8]1[C:12]2[CH:13]=[CH:14][CH:15]=[CH:16][C:11]=2[N:10]=[C:9]1[S:17]([CH2:18][C:19]1[N:20]=[CH:21][CH:22]=[C:23]2[CH:27]=[CH:26][S:25][C:24]=12)=[O:36])=[O:5])[CH3:2] |f:2.3,4.5.6|. Run in CCOCC (ether), O (water). The product is C(C)OC(=O)OCN1C(=NC2=C1C=CC=C2)S(=O)CC=2N=CC=C1C2SC=C1 (1-ethoxycarbonyloxymethyl-2-[(thieno[2, 3-c]pyridin-7-yl]methylsulfinyl]benzimidazole). Run at time 1 hour. The reactants are C(C)OC(=O)OCN1C(=NC2=C1C=CC=C2)SCC=2N=CC=C1C2SC=C1 (1-ethoxycarbonyloxymethyl-2-[(thieno[2, 3-c]pyridin-7-yl)methylthio]benzimidazole), C1=CC(=CC(=C1)Cl)C(=O)OO (m-CPBA), C(=O)(O)[O-].[Na+] (NaHCO3), S(=O)([O-])[O-].[Na+].[Na+] (sodium sulfite). Procedure details: To a solution of 279.6 mg (0.700 mmol) of 1-ethoxycarbonyloxymethyl-2-[(thieno[2, 3-c]pyridin-7-yl)methylthio]benzimidazole (Ib-11) in 30 ml of CHCl, was mixed with 226.5 mg (1.05 mmol) of 80% m-CPBA at -10° to -15° C., and stirred for 1 hr. The mixture was treated with 3 ml of saturated aqueous NaHCO3 and 0.6 ml of 10% aqueous sodium sulfite, and after bringing back to room temperature, the solution was mixed with water and extracted with CHCl3. After drying CHCl3 layer over anhydrous sodium su... Starting materials: COC([C@H](CC1=CC2=C(O[C@H](CO2)C2=CC=C(C=C2)O)C=C1)N[C@@H](CC)C1=CC=CC=C1)=O ((S)-3-[(S)-2-(4-hydroxy-phenyl)-2,3-dihydro-benzo[1,4]dioxin-6-yl]-2-((S)-1-phenyl-propylamino)-propionic acid methyl ester), N1=CC=CC=C1 (pyridine), C(C)(=O)OC(C)=O (acetic anhydride). Run in C(Cl)Cl (DCM), C(Cl)Cl (DCM). Reaction conditions: time 2.5 hour. Yields the product COC([C@H](CC1=CC2=C(O[C@H](CO2)C2=CC=C(C=C2)OC(C)=O)C=C1)N[C@@H](CC)C1=CC=CC=C1)=O ((S)-3-[(S)-2-(4-Acetoxy-phenyl)-2,3-dihydro-benzo[1,4]dioxin-6-yl]-2-((S)-1-phenyl-propylamino)-propionic acid methyl ester). Reaction SMILES: [CH3:1][O:2][C:3](=[O:33])[C@@H:4]([NH:23][C@H:24]([C:27]1[CH:32]=[CH:31][CH:30]=[CH:29][CH:28]=1)[CH2:25][CH3:26])[CH2:5][C:6]1[CH:22]=[CH:21][C:9]2[O:10][C@@H:11]([C:14]3[CH:19]=[CH:18][C:17]([OH:20])=[CH:16][CH:15]=3)[CH2:12][O:13][C:8]=2[CH:7]=1.N1C=CC=CC=1.[C:40](OC(=O)C)(=[O:42])[CH3:41]>C(Cl)Cl>[CH3:1][O:2][C:3](=[O:33])[C@@H:4]([NH:23][C@H:24]([C:27]1[CH:28]=[CH:29][CH:30]=[CH:31][CH:32]=1)[CH2:25][CH3:26])[CH2:5][C:6]1[CH:22]=[CH:21][C:9]2[O:10][C@@H:11]([C:14]3[CH:15]=[CH:16][C:17]([O:20][C:40](=[O:42])[CH3:41])=[CH:18][CH:19]=3)[CH2:12][O:13][C:8]=2[CH:7]=1. Procedure details: To a solution of (S)-3-[(S)-2-(4-hydroxy-phenyl)-2,3-dihydro-benzo[1,4]dioxin-6-yl]-2-((S)-1-phenyl-propylamino)-propionic acid methyl ester (120 mg) in DCM (3 mL) was added pyridine at 0° C. To this mixture was added acetic anhydride. The mixture was stirred for 2-3 h. After completion of the reaction, the mixture was diluted with DCM (20 mL) and was washed with water, 1N HCl and brine solution. The organic layer was dried and concentrated to get the desired product as a white solid (110 mg). L...